From a dataset of the Open Reaction Database (ORD), a public repository of structured organic reaction records. describe an organic reaction: reactants, conditions, products, and yield As a reaction SMILES: [Cl:1][C:2]1[CH:7]=[C:6]([Cl:8])[CH:5]=[CH:4][C:3]=1[C:9]1[N:14]=[C:13](O)[N:12]2[N:16]=[C:17]([C:19]([F:22])([F:21])[F:20])[N:18]=[C:11]2[CH:10]=1.C(=O)(O)[O-].[Na+].P(Cl)(Cl)([Cl:30])=O>[Cl-].C([N+](CC)(CC)CC)C1C=CC=CC=1>[Cl:30][C:13]1[N:12]2[N:16]=[C:17]([C:19]([F:22])([F:21])[F:20])[N:18]=[C:11]2[CH:10]=[C:9]([C:3]2[CH:4]=[CH:5][C:6]([Cl:8])=[CH:7][C:2]=2[Cl:1])[N:14]=1 |f:1.2,4.5|. Reaction conditions: temperature 120 celsius, time 12 hour. Product: ClC1=NC(=CC=2N1N=C(N2)C(F)(F)F)C2=C(C=C(C=C2)Cl)Cl (5-Chloro-7-(2,4-dichlorophenyl)-2-(trifluoromethyl)[1,2,4]triazolo[1,5-c]pyrimidine). Reported procedure: 950 mg (2.7 mmol) of 7-(2,4-dichlorophenyl)-2-(trifluoromethyl)[1,2,4]triazolo[1,5-c]pyrimidin-5-ol (Example 130A) are introduced into phosphoryl chloride (10 ml), 1.86 g (8.2 mmol) of benzyltriethylammonium chloride are added, and the reaction mixture is stirred at 120° C. for 12 h. The reaction mixture is slowly poured, with vigorous stirring, into saturated sodium bicarbonate solution and ice, and solid sodium bicarbonate (approx. 5 g) is added until a pH of 8 is reached. The solid is filtere... Reactants: C([O-])(O)=O.[Na+] (sodium bicarbonate), C([O-])(O)=O.[Na+] (sodium bicarbonate), ClC1=C(C=CC(=C1)Cl)C1=CC=2N(C(=N1)O)N=C(N2)C(F)(F)F (7-(2,4-Dichlorophenyl)-2-(trifluoromethyl)[1,2,4]triazolo[1,5-c]pyrimidin-5-ol), P(=O)(Cl)(Cl)Cl (phosphoryl chloride). Reagents/catalysts: [Cl-].C(C1=CC=CC=C1)[N+](CC)(CC)CC (benzyltriethylammonium chloride). Starting materials: C(C(C)C)(=O)N(CCCCCC(=O)O)C(C1=CC=CC=C1)C1=CC=CC=C1 (N-isobutyryl-6-benzhydrylaminocaproic acid), C(C)O (ethanol), C(C1=CC=CC=C1)(C1=CC=CC=C1)NCCCCCC(=O)OCC (ethyl 6-benzhydrylaminocaproate), [OH-].[K+] (potassium hydroxide). Conditions: time 12 hour. The product is C(C(C)C)(=O)N(CCCCCC(=O)N(CCCCCC(=O)O)C(C1=CC=CC=C1)C1=CC=CC=C1)C(C1=CC=CC=C1)C1=CC=CC=C1 (N-[N-isobutyryl-6-benzhydrylaminohexanoyl]-6-benzhydrylaminocaproic acid). Reaction SMILES: [C:1]([N:6]([CH:15]([C:22]1[CH:27]=[CH:26][CH:25]=[CH:24][CH:23]=1)[C:16]1[CH:21]=[CH:20][CH:19]=[CH:18][CH:17]=1)[CH2:7][CH2:8][CH2:9][CH2:10]CC(O)=O)(=[O:5])[CH:2]([CH3:4])[CH3:3].[CH:28]([NH:41][CH2:42][CH2:43][CH2:44][CH2:45][CH2:46][C:47]([O:49]CC)=[O:48])([C:35]1[CH:40]=[CH:39][CH:38]=[CH:37][CH:36]=1)[C:29]1[CH:34]=[CH:33][CH:32]=[CH:31][CH:30]=1.[OH-].[K+].[CH2:54]([OH:56])[CH3:55]>>[C:1]([N:6]([CH:15]([C:16]1[CH:17]=[CH:18][CH:19]=[CH:20][CH:21]=1)[C:22]1[CH:23]=[CH:24][CH:25]=[CH:26][CH:27]=1)[CH2:7][CH2:8][CH2:9][CH2:10][CH2:55][C:54]([N:41]([CH:28]([C:29]1[CH:30]=[CH:31][CH:32]=[CH:33][CH:34]=1)[C:35]1[CH:36]=[CH:37][CH:38]=[CH:39][CH:40]=1)[CH2:42][CH2:43][CH2:44][CH2:45][CH2:46][C:47]([OH:49])=[O:48])=[O:56])(=[O:5])[CH:2]([CH3:4])[CH3:3] |f:2.3|. Procedure details: Analogously to Example 1, by using equivalent quantities, reacting N-isobutyryl-6-benzhydrylaminocaproic acid and ethyl 6-benzhydrylaminocaproate and suitable processing, dissolving the evaporation residue in ethanol, adding an ethanolic solution of potassium hydroxide, stirring for 12 hours at room temperature and further processing yields N-[N-isobutyryl-6-benzhydrylaminohexanoyl]-6-benzhydrylaminocaproic acid. The reactants are Brc1ccccn1, [Li]CCCC, CCOCC, Cc1cc([N+](=O)[O-])ccc1C=O, CCCCCC, C1CCOC1, O. Product: Cc1cc([N+](=O)[O-])ccc1C(O)c1ccccn1. As a reaction SMILES: [Br:1][c:2]1[cH:3][cH:4][cH:5][cH:6][n:7]1.[CH2:14]([Li:15])[CH2:16][CH2:17][CH3:18].[CH2:32]([O:33][CH2:34][CH3:35])[CH3:36].[CH3:19][c:20]1[c:21]([CH:22]=[O:23])[cH:24][cH:25][c:26]([N+:28](=[O:29])[O-:30])[cH:27]1.[CH3:8][CH2:9][CH2:10][CH2:11][CH2:12][CH3:13].[O:37]1[CH2:38][CH2:39][CH2:40][CH2:41]1.[OH2:31]>>[c:2]1([CH:22]([c:21]2[c:20]([CH3:19])[cH:27][c:26]([N+:28](=[O:29])[O-:30])[cH:25][cH:24]2)[OH:23])[cH:3][cH:4][cH:5][cH:6][n:7]1. Starting materials: C(#N)[C@@H]1CC[C@H](CC1)CCC1=CC=C(C=C1)C1=CC=C(C=C1)CCCCC (4-[2-(trans-4-cyanocyclohexyl)ethyl]-4'-pentylbiphenyl), [H-].C(C(C)C)[Al+]CC(C)C (diisobutylaluminium hydride), C(=O)([O-])C(O)C(O)C(=O)[O-].[Na+].[K+] (potassium sodium tartrate). The solvent is C(Cl)Cl (methylene chloride), C1(=CC=CC=C1)C (toluene). Reaction conditions: temperature -78 celsius, time 4.5 hour. Product: residue, C(CCCC)C1=CC=C(C=C1)C1=CC=C(C=C1)CC[C@@H]1CC[C@H](CC1)C=O (trans-4-[2-(4'-pentyl-4-biphenylyl)ethyl]cyclohexanecarboxaldehyde). Isolated yield 89.0%. As a reaction SMILES: [C:1]([C@H:3]1[CH2:8][CH2:7][C@H:6]([CH2:9][CH2:10][C:11]2[CH:16]=[CH:15][C:14]([C:17]3[CH:22]=[CH:21][C:20]([CH2:23][CH2:24][CH2:25][CH2:26][CH3:27])=[CH:19][CH:18]=3)=[CH:13][CH:12]=2)[CH2:5][CH2:4]1)#N.[H-].C([Al+]CC(C)C)C(C)C.C(C(C(C([O-])=O)O)O)([O-])=[O:39].[Na+].[K+]>C(Cl)Cl.C1(C)C=CC=CC=1>[CH2:23]([C:20]1[CH:19]=[CH:18][C:17]([C:14]2[CH:13]=[CH:12][C:11]([CH2:10][CH2:9][C@H:6]3[CH2:7][CH2:8][C@H:3]([CH:1]=[O:39])[CH2:4][CH2:5]3)=[CH:16][CH:15]=2)=[CH:22][CH:21]=1)[CH2:24][CH2:25][CH2:26][CH3:27] |f:1.2,3.4.5|. Procedure details: A solution of 2.6 g of 4-[2-(trans-4-cyanocyclohexyl)ethyl]-4'-pentylbiphenyl in 100 ml of methylene chloride was placed at -78° C. in a sulphonation flask under argon gasification and treated within 5 minutes with 9.5 ml of a 1.5N soution of diisobutylaluminium hydride in toluene. The mixture was subsequently stirred at -78° C. for a further 4.5 hours, then poured into 100 ml of 10% potassium sodium tartrate solution and extracted three times with 100 ml of methylene chloride each time. The org... Starting materials: CCCCCC, Fc1cccc(Cl)c1, O=[N+]([O-])O, O=S(=O)(O)O, c1ccccc1. The product is O=[N+]([O-])c1ccc(F)cc1Cl. As a reaction SMILES: [CH3:24][CH2:25][CH2:26][CH2:27][CH2:28][CH3:29].[Cl:1][c:2]1[cH:3][c:4]([F:8])[cH:5][cH:6][cH:7]1.[OH:14][N+:15]([O-:16])=[O:17].[S:9](=[O:10])(=[O:11])([OH:12])[OH:13].[cH:18]1[cH:19][cH:20][cH:21][cH:22][cH:23]1>>[Cl:1][c:2]1[cH:3][c:4]([F:8])[cH:5][cH:6][c:7]1[N+:15](=[O:14])[O-:16]. Reactants: C(#CC)C1CN(CCN1C1=CC=C(C=C1)C(C(F)(F)F)(C(F)(F)F)O)S(=O)(=O)C1=NN=C(S1)NC(C)=O (N-(5-((3-(1-propyn-1-yl)-4-(4-(2,2,2-trifluoro-1-hydroxy-1-(trifluoromethyl)ethyl)phenyl)-1-piperazinyl)sulfonyl)-1,3,4-thiadiazol-2-yl)acetamide), Cl (HCl), Cl (HCl), O1CCOCC1 (dioxane). Run in CO (MeOH). Run at temperature 100 celsius. Yields the product NC1=NN=C(S1)S(=O)(=O)N1CC(N(CC1)C1=CC=C(C=C1)C(C(F)(F)F)(C(F)(F)F)O)C#CC (2-(4-(4-((5-amino-1,3,4-thiadiazol-2-yl)sulfonyl)-2-(1-propyn-1-yl)-1-piperazinyl)phenyl)-1,1,1,3,3,3-hexafluoro-2-propanol). Isolated yield 46.7%. RXN SMILES: [C:1]([CH:4]1[N:9]([C:10]2[CH:15]=[CH:14][C:13]([C:16]([OH:25])([C:21]([F:24])([F:23])[F:22])[C:17]([F:20])([F:19])[F:18])=[CH:12][CH:11]=2)[CH2:8][CH2:7][N:6]([S:26]([C:29]2[S:33][C:32]([NH:34]C(=O)C)=[N:31][N:30]=2)(=[O:28])=[O:27])[CH2:5]1)#[C:2][CH3:3].Cl.O1CCOCC1>CO>[NH2:34][C:32]1[S:33][C:29]([S:26]([N:6]2[CH2:7][CH2:8][N:9]([C:10]3[CH:11]=[CH:12][C:13]([C:16]([OH:25])([C:17]([F:19])([F:20])[F:18])[C:21]([F:23])([F:24])[F:22])=[CH:14][CH:15]=3)[CH:4]([C:1]#[C:2][CH3:3])[CH2:5]2)(=[O:27])=[O:28])=[N:30][N:31]=1. Procedure details: A 20-mL microwave vial was charged with N-(5-((3-(1-propyn-1-yl)-4-(4-(2,2,2-trifluoro-1-hydroxy-1-(trifluoromethyl)ethyl)phenyl)-1-piperazinyl)sulfonyl)-1,3,4-thiadiazol-2-yl)acetamide (370 mg, 0.647 mmol), MeOH (2 mL), 1N aq. HCl (3 mL, 3.00 mmol) and 4N HCl in dioxane (3 mL, 12.00 mmol). The reaction vessel was sealed and the mixture heated to 100° C. for 4 h. The reaction was concentrated onto silica and purified via column chromatography on silica gel (0 to 10% MeOH in CH2Cl2) to give 2-(4-... Reactants: C([O-])([O-])=O.[Na+].[Na+] (sodium carbonate), N1=CC=C(C=C1)B(O)O (pyridin-4-ylboronic acid), C(C)OC(CCCOC1=C(C(=CC=C1)CCCCCCOC1=CC(=CC(=C1)Br)Br)CCC(=O)OCC)=O (4-{3-[6-(3,5-dibromo-phenoxy)-hexyl]-2-(2-ethoxycarbonyl-ethyl)-phenoxy}-butyric acid ethyl ester). The reagents and catalysts are C=1C=CC(=CC1)[P](C=2C=CC=CC2)(C=3C=CC=CC3)[Pd]([P](C=4C=CC=CC4)(C=5C=CC=CC5)C=6C=CC=CC6)([P](C=7C=CC=CC7)(C=8C=CC=CC8)C=9C=CC=CC9)[P](C=1C=CC=CC1)(C=1C=CC=CC1)C=1C=CC=CC1 (tetrakis(triphenylphosphine)palladium(0)). Run in O (water), C(C)(=O)OCC (ethyl acetate), C(C)O (ethanol), C(OC)COC (dimethoxyethane), O (water). Reaction conditions: temperature 80 celsius, time 5 minute. Product: C(C)OC(CCCOC1=C(C(=CC=C1)CCCCCCOC1=CC(=CC(=C1)C1=CC=NC=C1)C1=CC=NC=C1)CCC(=O)OCC)=O (4-{3-[6-(3,5-di-pyridin-4-yl-phenoxy)-hexyl]-2-(2-ethoxycarbonyl-ethyl)-phenoxy}-butyric acid ethyl ester). Yield: 64.2%. Reaction SMILES: [CH2:1]([O:3][C:4](=[O:37])[CH2:5][CH2:6][CH2:7][O:8][C:9]1[CH:14]=[CH:13][CH:12]=[C:11]([CH2:15][CH2:16][CH2:17][CH2:18][CH2:19][CH2:20][O:21][C:22]2[CH:27]=[C:26](Br)[CH:25]=[C:24](Br)[CH:23]=2)[C:10]=1[CH2:30][CH2:31][C:32]([O:34][CH2:35][CH3:36])=[O:33])[CH3:2].[N:38]1[CH:43]=[CH:42][C:41](B(O)O)=[CH:40][CH:39]=1.C(=O)([O-])[O-].[Na+].[Na+]>C(COC)OC.C(O)C.O.C(OCC)(=O)C.C1C=CC([P]([Pd]([P](C2C=CC=CC=2)(C2C=CC=CC=2)C2C=CC=CC=2)([P](C2C=CC=CC=2)(C2C=CC=CC=2)C2C=CC=CC=2)[P](C2C=CC=CC=2)(C2C=CC=CC=2)C2C=CC=CC=2)(C2C=CC=CC=2)C2C=CC=CC=2)=CC=1>[CH2:1]([O:3][C:4](=[O:37])[CH2:5][CH2:6][CH2:7][O:8][C:9]1[CH:14]=[CH:13][CH:12]=[C:11]([CH2:15][CH2:16][CH2:17][CH2:18][CH2:19][CH2:20][O:21][C:22]2[CH:27]=[C:26]([C:41]3[CH:42]=[CH:43][N:38]=[CH:39][CH:40]=3)[CH:25]=[C:24]([C:41]3[CH:42]=[CH:43][N:38]=[CH:39][CH:40]=3)[CH:23]=2)[C:10]=1[CH2:30][CH2:31][C:32]([O:34][CH2:35][CH3:36])=[O:33])[CH3:2] |f:2.3.4,^1:72,74,93,112|. Reported procedure: A solution of 4-{3-[6-(3,5-dibromo-phenoxy)-hexyl]-2-(2-ethoxycarbonyl-ethyl)-phenoxy}-butyric acid ethyl ester (321 mg, 0.5 mmol) in dimethoxyethane (10 mL) was stirred for 5 minutes at room temperature under a nitrogen atmosphere. Then, tetrakis(triphenylphosphine)palladium(0) (115 mg, 0.1 mmol) was added at room temperature and the resulting light yellow solution was heated to 80° C. and stirred for 5 minutes. At this point, a solution of pyridin-4-ylboronic acid (368 mg, 3.0 mmol) in ethanol...